Dataset: the Open Reaction Database (ORD), a public repository of structured organic reaction records. Task: describe an organic reaction: reactants, conditions, products, and yield The reactants are 3, C([O-])([O-])=O.[K+].[K+] (potassium carbonate), C(C)(=O)OC(C)C (isopropyl acetate), OC1=CC=C(C(=O)OC)C=C1 (methyl 4-hydroxybenzoate), Cl.ClCCN1CCCCC1 (β-chloroethylpiperidine hydrochloride). Run in O (water). Reaction conditions: temperature 80 celsius, time 5 hour. The product is Cl.N1(CCCCC1)CCOC1=CC=C(C(=O)O)C=C1 (4-(2-piperidinoethoxy)benzoic acid hydrochloride). Reaction SMILES: [OH:1][C:2]1[CH:11]=[CH:10][C:5]([C:6]([O:8]C)=[O:7])=[CH:4][CH:3]=1.Cl.[Cl:13][CH2:14][CH2:15][N:16]1[CH2:21][CH2:20][CH2:19][CH2:18][CH2:17]1.C(=O)([O-])[O-].[K+].[K+].C(OC(C)C)(=O)C>O>[ClH:13].[N:16]1([CH2:15][CH2:14][O:1][C:2]2[CH:11]=[CH:10][C:5]([C:6]([OH:8])=[O:7])=[CH:4][CH:3]=2)[CH2:21][CH2:20][CH2:19][CH2:18][CH2:17]1 |f:1.2,3.4.5,8.9|. Reported procedure: To a 250 mL 3 neck flask equipped with mechanical stirring, condenser, and heating apparatus consisting of a RTD probe hooked via a temperature controller to a heating mantle and under nitrogen atmosphere, the following were added: 7.61 g methyl 4-hydroxybenzoate, 11.05 g β-chloroethylpiperidine hydrochloride, 16.59 g powdered potassium carbonate, and 60 ML isopropyl acetate. The mixture was heated slowly to 80° C. After 5 hours, high performance liquid chromatography showed reaction to be 90% c... Starting materials: BrCC1CCCCC1, [H-], [Na+], CN(C)C=O, COc1cc(O)cc(C(C)=O)c1. The product is COc1cc(OCC2CCCCC2)cc(C(C)=O)c1. Reaction SMILES: [Br:13][CH2:14][CH:15]1[CH2:16][CH2:17][CH2:18][CH2:19][CH2:20]1.[H-:21].[Na+:22].[O:23]=[CH:24][N:25]([CH3:26])[CH3:27].[OH:1][c:2]1[cH:3][c:4]([C:10]([CH3:11])=[O:12])[cH:5][c:6]([O:8][CH3:9])[cH:7]1>>[O:1]([c:2]1[cH:3][c:4]([C:10]([CH3:11])=[O:12])[cH:5][c:6]([O:8][CH3:9])[cH:7]1)[CH2:14][CH:15]1[CH2:16][CH2:17][CH2:18][CH2:19][CH2:20]1. Reactants: CC1([C@H]2[C@H](C3=C(O1)C=C(C=C3O)CCCCC)CC(=CC2)C)C ((6aR-trans)-6a,7,10,10a-Tetrahydro-6,6,9-trimethyl-3-pentyl-6H-dibenzo[b,d]pyran-1-ol), BrCCCC(=O)OCC (ethyl 4-bromobutyrate), C([O-])([O-])=O.[K+].[K+] (potassium carbonate). The solvent is CS(=O)C (dimethylsulfoxide). Product: CC1([C@H]2[C@H](C3=C(O1)C=C(C=C3OCCCC(=O)O)CCCCC)CC(=CC2)C)C ((6aR-trans)-4-[(6a,7,10,10a-Tetrahydro-6,6,9-trimethyl-3-pentyl-6H-dibenzo[b,d]pyran-1-yl)oxy]butanoic acid). Yield: 77.0%. As a reaction SMILES: [CH3:1][C:2]1([CH3:23])[O:7][C:6]2[CH:8]=[C:9]([CH2:13][CH2:14][CH2:15][CH2:16][CH3:17])[CH:10]=[C:11]([OH:12])[C:5]=2[C@@H:4]2[CH2:18][C:19]([CH3:22])=[CH:20][CH2:21][C@@H:3]12.Br[CH2:25][CH2:26][CH2:27][C:28]([O:30]CC)=[O:29].C(=O)([O-])[O-].[K+].[K+]>CS(C)=O>[CH3:23][C:2]1([CH3:1])[O:7][C:6]2[CH:8]=[C:9]([CH2:13][CH2:14][CH2:15][CH2:16][CH3:17])[CH:10]=[C:11]([O:12][CH2:25][CH2:26][CH2:27][C:28]([OH:30])=[O:29])[C:5]=2[C@@H:4]2[CH2:18][C:19]([CH3:22])=[CH:20][CH2:21][C@@H:3]12 |f:2.3.4|. Procedure: A mixture of 1.73 g (5.50 mmol) of (6aR-trans)-6a,7,10,10a-Tetrahydro-6,6,9-trimethyl-3-pentyl-6H-dibenzo[b,d]pyran-1-ol, 10 ml of dimethylsulfoxide, 3 ml of ethyl 4-bromobutyrate and 1.73 g of potassium carbonate was degassed and then heated under reflux under argon over night. The reaction was cooled, diluted with 250 ml of water and extracted with ether. The extracts were passed over a column of silica gel, and the fractions containing the intermediate ester were combined and concentrated und... Starting materials: CC1=C(CO)C=CC(=C1C)OC (2,3-dimethyl-4-methoxybenzyl alcohol), S(=O)(Cl)Cl (thionyl chloride), C1OC=2C=C(CCl)C=CC2O1 (3,4-Methylenedioxybenzyl chloride). Solvent: CCOCC (ether). Product: CC1=C(CCl)C=CC(=C1C)OC (2,3-Dimethyl-4-methoxybenzyl chloride). As a reaction SMILES: [CH3:1][C:2]1[C:9]([CH3:10])=[C:8]([O:11][CH3:12])[CH:7]=[CH:6][C:3]=1[CH2:4]O.C1OC2C=CC(C[Cl:19])=CC=2O1.S(Cl)(Cl)=O>CCOCC>[CH3:1][C:2]1[C:9]([CH3:10])=[C:8]([O:11][CH3:12])[CH:7]=[CH:6][C:3]=1[CH2:4][Cl:19]. Procedure: 1 g (6.016 mmol) of 2,3-dimethyl-4-methoxybenzyl alcohol (Aldrich, Steinheim, FRG) and 4.8 g of diisopropylaminomethylpolystyrene (polyhunig base, see Ex. 44a) in 21 ml of abs. ether are treated dropwise, at from 0° C. to 5° C. and over the space of approximately 25 min, with 0.482 ml of thionyl chloride. After the reaction has ended, the mixture is filtered with suction and the solvent and the excess reagent are removed. The residue, which is the desired title compound, is subjected, without pu... Starting materials: ClC1=CC=C2C(=CNC2=C1)C(=O)N1CCC2(CC1)OC(C1=C2C=CC=C1)=O (1′-[(6-chloro-1H-indol-3-yl)carbonyl]-3H-spiro[2-benzofuran-1,4′-piperidin]-3-one), ClCC(=O)N1CCOCC1 (2-chloro-1-morpholin-4-yl-ethanone). The product is ClC1=CC=C2C(=CN(C2=C1)CC(=O)N1CCOCC1)C(=O)N1CCC2(CC1)OC(C1=C2C=CC=C1)=O (1′-{[6-Chloro-1-(2-morpholin-4-yl-2-oxoethyl)-1H-indol-3-yl]carbonyl}-3H-spiro[2-benzofuran-1,4′-piperidin]-3-one). As a reaction SMILES: [Cl:1][C:2]1[CH:10]=[C:9]2[C:5]([C:6]([C:11]([N:13]3[CH2:18][CH2:17][C:16]4([C:22]5[CH:23]=[CH:24][CH:25]=[CH:26][C:21]=5[C:20](=[O:27])[O:19]4)[CH2:15][CH2:14]3)=[O:12])=[CH:7][NH:8]2)=[CH:4][CH:3]=1.Cl[CH2:29][C:30]([N:32]1[CH2:37][CH2:36][O:35][CH2:34][CH2:33]1)=[O:31]>>[Cl:1][C:2]1[CH:10]=[C:9]2[C:5]([C:6]([C:11]([N:13]3[CH2:18][CH2:17][C:16]4([C:22]5[CH:23]=[CH:24][CH:25]=[CH:26][C:21]=5[C:20](=[O:27])[O:19]4)[CH2:15][CH2:14]3)=[O:12])=[CH:7][N:8]2[CH2:29][C:30]([N:32]2[CH2:37][CH2:36][O:35][CH2:34][CH2:33]2)=[O:31])=[CH:4][CH:3]=1. Procedure: Following the general procedure V as described hereinabove, the alkylation of 1′-[(6-chloro-1H-indol-3-yl)carbonyl]-3H-spiro[2-benzofuran-1,4′-piperidin]-3-one (the preparation of which has been described in example 16) with commercially available 2-chloro-1-morpholin-4-yl-ethanone as electrophile, the title compound was obtained as a white powder. Reactants: CC(C)=O, COc1cc(Nc2nc3c(s2)CC2(CC3c3ccc(F)cc3)OCCO2)ccc1-n1cnc(Cl)c1, Cl. Yields the product COc1cc(Nc2nc3c(s2)CC(=O)CC3c2ccc(F)cc2)ccc1-n1cnc(Cl)c1. Reaction SMILES: [CH3:37][C:38](=[O:39])[CH3:40].[Cl:1][c:2]1[n:3][cH:4][n:5](-[c:7]2[c:8]([O:34][CH3:35])[cH:9][c:10]([NH:13][c:14]3[s:15][c:16]4[c:17]([n:18]3)[CH:19]([c:27]3[cH:28][cH:29][c:30]([F:33])[cH:31][cH:32]3)[CH2:20][C:21]3([CH2:22]4)[O:23][CH2:26][CH2:25][O:24]3)[cH:11][cH:12]2)[cH:6]1.[ClH:36]>>[Cl:1][c:2]1[n:3][cH:4][n:5](-[c:7]2[c:8]([O:34][CH3:35])[cH:9][c:10]([NH:13][c:14]3[s:15][c:16]4[c:17]([n:18]3)[CH:19]([c:27]3[cH:28][cH:29][c:30]([F:33])[cH:31][cH:32]3)[CH2:20][C:21](=[O:23])[CH2:22]4)[cH:11][cH:12]2)[cH:6]1. Procedure: To a solvent mixture of pyridine (75 ml) and dimethylformamide (3 ml) at 0(C was added with 11.5 grams of sodium hydride (50% oil suspension). The mixture was stirred for another 20 minutes, added with 25 grams of methyl 3-bromophenylacetate, stirred for another 30 minutes and added with 21 grams of 4-chloro-6,7-dimethoxyquinazoline. The mixture was added with another 50 ml of pyridine and 50 ml of tetrahyudrofuran and stirred at room temperature for 2 hours. The mixture was then poured into 120... RXN SMILES: [H-].[Na+].[Br:3][C:4]1[CH:5]=[C:6]([CH2:10][C:11]([O:13][CH3:14])=[O:12])[CH:7]=[CH:8][CH:9]=1.Cl[C:16]1[C:25]2[C:20](=[CH:21][C:22]([O:28][CH3:29])=[C:23]([O:26][CH3:27])[CH:24]=2)[N:19]=[CH:18][N:17]=1>N1C=CC=CC=1.CN(C)C=O>[CH3:27][O:26][C:23]1[CH:24]=[C:25]2[C:20](=[CH:21][C:22]=1[O:28][CH3:29])[N:19]=[CH:18][N:17]=[C:16]2[CH:10]([C:6]1[CH:7]=[CH:8][CH:9]=[C:4]([Br:3])[CH:5]=1)[C:11]([O:13][CH3:14])=[O:12] |f:0.1|. Run in CN(C=O)C (dimethylformamide), N1=CC=CC=C1 (pyridine), N1=CC=CC=C1 (pyridine). Yields the product COC=1C=C2C(=NC=NC2=CC1OC)C(C(=O)OC)C1=CC(=CC=C1)Br (6,7-dimethoxy-4-[1-(3-bromophenyl)-1-methoxycarbonylmeth yl] quinazoline). Yield: 17.9%. Reactants: [H-].[Na+] (sodium hydride), ice water, BrC=1C=C(C=CC1)CC(=O)OC (methyl 3-bromophenylacetate), ClC1=NC=NC2=CC(=C(C=C12)OC)OC (4-chloro-6,7-dimethoxyquinazoline). Conditions: time 20 minute. Reactants: CCCCBr, O=C([O-])[O-], CN(C)C=O, [K+], [K+], O=Cc1cccc(O)c1. Yields the product CCCCOc1cccc(C=O)c1. As a reaction SMILES: [Br:16][CH2:17][CH2:18][CH2:19][CH3:20].[C:10](=[O:11])([O-:12])[O-:13].[CH3:21][N:22]([CH3:23])[CH:24]=[O:25].[K+:14].[K+:15].[OH:1][c:2]1[cH:3][c:4]([CH:5]=[O:6])[cH:7][cH:8][cH:9]1>>[O:1]([c:2]1[cH:3][c:4]([CH:5]=[O:6])[cH:7][cH:8][cH:9]1)[CH2:17][CH2:18][CH2:19][CH3:20]. Reactants: C(C)(C)(C)OC(NC(=N)C1=CC=C(C=C1)CNC(=O)[C@@H]1CCC=2N1C(C(=CN2)NCC2=CC=CC=C2)=O)=O ((6S)-[(4-{[(3-benzylamino-4-oxo-4,6,7,8-tetrahydro-pyrrolo[1,2-a]pyrimidine-6-carbonyl)-amino]-methyl}-phenyl)-imino-methyl]-carbamic acid tert-butyl ester), C(C)(C)(C)OC(NC(=N)C1=CC=C(C=C1)CNC(=O)[C@@H]1CCC=2N1C(C(=CN2)N)=O)=O ((S)-[(4-{[(3-amino-4-oxo-4,6,7,8-tetrahydro-pyrrolo[1,2-a]pyrimidine-6-carbonyl)-amino]-methyl}-phenyl)-imino-methyl]-carbamic acid tert-butyl ester), C1(CCCC1)=O (cyclopentanone), [BH-](OC(=O)C)(OC(=O)C)OC(=O)C.[Na+] (NaBH(OAc)3). The product is C(C)(C)(C)OC(NC(=N)C1=CC=C(C=C1)CNC(=O)[C@@H]1CCC=2N1C(C(=CN2)NC2CCCC2)=O)=O ((S)-[(4-{[(3-cyclopentylamino-4-oxo-4,6,7,8-tetrahydro-pyrrolo[1,2-a]pyrimidine-6-carbonyl)-amino]-methyl}-phenyl)-imino-methyl]-carbamic acid tert-butyl ester). Isolated yield 57.3%. As a reaction SMILES: [C:1]([O:5][C:6](=[O:38])[NH:7][C:8]([C:10]1[CH:15]=[CH:14][C:13]([CH2:16][NH:17][C:18]([C@H:20]2[N:24]3[C:25](=[O:37])[C:26]([NH:29][CH2:30][C:31]4[CH:36]=[CH:35][CH:34]=CC=4)=[CH:27][N:28]=[C:23]3[CH2:22][CH2:21]2)=[O:19])=[CH:12][CH:11]=1)=[NH:9])([CH3:4])([CH3:3])[CH3:2].C(OC(=O)NC(C1C=CC(CNC([C@H]2N3C(=O)C(N)=CN=C3CC2)=O)=CC=1)=N)(C)(C)C.C1(=O)CCCC1.[BH-](OC(C)=O)(OC(C)=O)OC(C)=O.[Na+]>>[C:1]([O:5][C:6](=[O:38])[NH:7][C:8]([C:10]1[CH:15]=[CH:14][C:13]([CH2:16][NH:17][C:18]([C@H:20]2[N:24]3[C:25](=[O:37])[C:26]([NH:29][CH:30]4[CH2:31][CH2:36][CH2:35][CH2:34]4)=[CH:27][N:28]=[C:23]3[CH2:22][CH2:21]2)=[O:19])=[CH:12][CH:11]=1)=[NH:9])([CH3:4])([CH3:3])[CH3:2] |f:3.4|. Reported procedure: Following a procedure similar to that for the preparation of intermediate 1k, intermediate 1j (115.2 mg, 0.27 mmol), cyclopentanone (68.1 mg, 0.81 mmol) and NaBH(OAc)3 (217.5 mg, 1.03 mmol) yielded 76.5 mg (57.3%) of intermediate 6a. MS (ESI) 496.1 (M+H+).